describe an organic reaction: reactants, conditions, products, and yield From a dataset of the Open Reaction Database (ORD), a public repository of structured organic reaction records. Starting materials: C(C)OC(C(C(=O)O)C)=O (2-Methyl-malonic acid monoethyl ester), FC(CCN)(C(F)(F)F)F (3,3,4,4,4-pentafluoro-butylamine). Yields the product C(C)OC(C(C(=O)NCCC(C(F)(F)F)(F)F)C)=O (2-methyl-N-(3,3,4,4,4-pentafluoro-butyl)-malonamic acid ethyl ester). Reaction SMILES: [CH2:1]([O:3][C:4](=[O:10])[CH:5]([CH3:9])[C:6]([OH:8])=O)[CH3:2].[F:11][C:12]([F:20])([C:16]([F:19])([F:18])[F:17])[CH2:13][CH2:14][NH2:15]>>[CH2:1]([O:3][C:4](=[O:10])[CH:5]([CH3:9])[C:6]([NH:15][CH2:14][CH2:13][C:12]([F:20])([F:11])[C:16]([F:19])([F:18])[F:17])=[O:8])[CH3:2]. Procedure details: 2-Methyl-malonic acid monoethyl ester was coupled with 3,3,4,4,4-pentafluoro-butylamine in analogy to the description in example 73 to yield 2-methyl-N-(3,3,4,4,4-pentafluoro-butyl)-malonamic acid ethyl ester as colourless oil. Starting materials: Cc1ccccc1, CCOC(C)=O, Fc1ccc(CCl)cc1, [H-], [Na+], CN(C)C=O, O, c1ccc2[nH]cnc2c1. Product: Fc1ccc(Cn2cnc3ccccc32)cc1. RXN SMILES: [CH3:26][c:27]1[cH:28][cH:29][cH:30][cH:31][cH:32]1.[CH3:33][CH2:34][O:35][C:36](=[O:37])[CH3:38].[F:17][c:18]1[cH:19][cH:20][c:21]([CH2:22][Cl:23])[cH:24][cH:25]1.[H-:15].[Na+:16].[O:10]=[CH:11][N:12]([CH3:13])[CH3:14].[OH2:39].[n:1]1[cH:2][nH:3][c:4]2[c:5]1[cH:6][cH:7][cH:8][cH:9]2>>[n:1]1([CH2:22][c:21]2[cH:20][cH:19][c:18]([F:17])[cH:25][cH:24]2)[cH:2][n:3][c:4]2[c:5]1[cH:6][cH:7][cH:8][cH:9]2. Starting materials: C(C)(C)(C)C1=CC(=NO1)NC(NC=1C=C(OC2=NC=NC3=CC(=C(C=C23)OC)OC2CCN(CC2)C(=O)OC(C)(C)C)C=CC1)=O (tert-butyl 4-(4-{3-[3-(5-tert-butylisoxazol-3-yl)ureido]phenoxy}-6-methoxyquinazolin-7-yloxy)piperidine-1-carboxylate), Cl.O1CCOCC1 (HCl 1,4-dioxane). Yields the product C(C)(C)(C)C1=CC(=NO1)NC(=O)NC1=CC(=CC=C1)OC1=NC=NC2=CC(=C(C=C12)OC)OC1CCNCC1 (1-(5-tert-butylisoxazol-3-yl)-3-{3-[6-methoxy-7-(piperidin-4-yloxy)quinazolin-4-yloxy]phenyl}urea), crude product. As a reaction SMILES: [C:1]([C:5]1[O:9][N:8]=[C:7]([NH:10][C:11](=[O:46])[NH:12][C:13]2[CH:14]=[C:15]([CH:43]=[CH:44][CH:45]=2)[O:16][C:17]2[C:26]3[C:21](=[CH:22][C:23]([O:29][CH:30]4[CH2:35][CH2:34][N:33](C(OC(C)(C)C)=O)[CH2:32][CH2:31]4)=[C:24]([O:27][CH3:28])[CH:25]=3)[N:20]=[CH:19][N:18]=2)[CH:6]=1)([CH3:4])([CH3:3])[CH3:2].Cl.O1CCOCC1>>[C:1]([C:5]1[O:9][N:8]=[C:7]([NH:10][C:11]([NH:12][C:13]2[CH:45]=[CH:44][CH:43]=[C:15]([O:16][C:17]3[C:26]4[C:21](=[CH:22][C:23]([O:29][CH:30]5[CH2:35][CH2:34][NH:33][CH2:32][CH2:31]5)=[C:24]([O:27][CH3:28])[CH:25]=4)[N:20]=[CH:19][N:18]=3)[CH:14]=2)=[O:46])[CH:6]=1)([CH3:4])([CH3:2])[CH3:3] |f:1.2|. Reported procedure: Using the procedure described in Example 103B, tert-butyl 4-(4-{3-[3-(5-tert-butylisoxazol-3-yl)ureido]phenoxy}-6-methoxyquinazolin-7-yloxy)piperidine-1-carboxylate was reacted with 4.0 M HCl/1,4-dioxane at room temperature for 6 hours, to afford 1-(5-tert-butylisoxazol-3-yl)-3-{3-[6-methoxy-7-(piperidin-4-yloxy)quinazolin-4-yloxy]phenyl}urea as a crude product. LC-MS (ESI) m/z 533 (M+H)+. The reactants are CCCC(=O)C1C(=O)CC(C2=C(C)CCCC2(C)C)CC1=O, C=CCO[NH3+], CC(=O)[O-], CCO, [Cl-], [Na+]. The product is C=CCONC(CCC)=C1C(=O)CC(C2=C(C)CCCC2(C)C)CC1=O. Reaction SMILES: [C:1]([CH2:2][CH2:3][CH3:4])(=[O:5])[CH:6]1[C:7](=[O:22])[CH2:8][CH:9]([C:13]2=[C:14]([CH3:21])[CH2:15][CH2:16][CH2:17][C:18]2([CH3:19])[CH3:20])[CH2:10][C:11]1=[O:12].[CH2:24]([CH:25]=[CH2:26])[O:27][NH3+:28].[CH3:30][C:31](=[O:32])[O-:33].[CH3:34][CH2:35][OH:36].[Cl-:23].[Na+:29]>>[C:1]([CH2:2][CH2:3][CH3:4])(=[C:6]1[C:7](=[O:22])[CH2:8][CH:9]([C:13]2=[C:14]([CH3:21])[CH2:15][CH2:16][CH2:17][C:18]2([CH3:19])[CH3:20])[CH2:10][C:11]1=[O:12])[NH:28][O:27][CH2:24][CH:25]=[CH2:26]. Starting materials: CCc1ccccc1-n1nc(C(C)(C)C)cc1N, O=C(O)Cc1ccc(-n2cnc3cccnc32)cc1. Yields the product CCc1ccccc1-n1nc(C(C)(C)C)cc1NC(=O)Cc1ccc(-n2cnc3cccnc32)cc1. As a reaction SMILES: [C:20]([CH3:21])([CH3:22])([CH3:23])[c:24]1[cH:25][c:26]([NH2:37])[n:27](-[c:29]2[c:30]([CH2:35][CH3:36])[cH:31][cH:32][cH:33][cH:34]2)[n:28]1.[n:1]1[cH:2][n:3](-[c:10]2[cH:11][cH:12][c:13]([CH2:16][C:17](=[O:18])[OH:19])[cH:14][cH:15]2)[c:4]2[n:5][cH:6][cH:7][cH:8][c:9]12>>[n:1]1[cH:2][n:3](-[c:10]2[cH:11][cH:12][c:13]([CH2:16][C:17](=[O:19])[NH:37][c:26]3[cH:25][c:24]([C:20]([CH3:21])([CH3:22])[CH3:23])[n:28][n:27]3-[c:29]3[c:30]([CH2:35][CH3:36])[cH:31][cH:32][cH:33][cH:34]3)[cH:14][cH:15]2)[c:4]2[n:5][cH:6][cH:7][cH:8][c:9]12. Reactants: CCOC(=O)CBr, CC(=O)C(C)=CC=Cc1ccccc1, [Zn]. Product: CCOC(=O)CC(C)(O)C(C)=CC=Cc1ccccc1. Reaction SMILES: [Br:15][CH2:16][C:17](=[O:18])[O:19][CH2:20][CH3:21].[CH3:1][C:2]([C:3]([CH3:4])=[O:5])=[CH:6][CH:7]=[CH:8][c:9]1[cH:10][cH:11][cH:12][cH:13][cH:14]1.[Zn:22]>>[CH3:1][C:2]([C:3]([CH3:4])([OH:5])[CH2:16][C:17](=[O:18])[O:19][CH2:20][CH3:21])=[CH:6][CH:7]=[CH:8][c:9]1[cH:10][cH:11][cH:12][cH:13][cH:14]1. Reactants: OCCC1CCC2=C(CC1)C(C(=C(C2=O)OC)OC)=O (7-(2-hydroxyethyl)-2,3-dimethoxy-4,5,6,7,8,9-hexahydro-1H-benzo[a]cycloheptene-1,4-dione), OC1=CC=C(NC(C)=O)C=C1 (p-hydroxyacetanilide), C1(=CC=CC=C1)P(C1=CC=CC=C1)C1=CC=CC=C1 (triphenylphosphine), N(=NC(=O)OCC)C(=O)OCC (diethyl azodicarboxylate). Run in C1CCOC1 (THF), C1CCOC1 (THF). Conditions: time 80 minute. Yields the product C(C)(=O)NC1=CC=C(OCCC2CCC3=C(CC2)C(C(=C(C3=O)OC)OC)=O)C=C1 (7-[2-(4-Acetoamidophenoxy)ethyl]-2,3-dimethoxy-4,5,6,7,8,9-hexahydro-1H-benzo[a]cycloheptene-1,4-dione). Yield: 62.4%. As a reaction SMILES: [OH:1][CH2:2][CH2:3][CH:4]1[CH2:10][CH2:9][C:8]2[C:11](=[O:20])[C:12]([O:18][CH3:19])=[C:13]([O:16][CH3:17])[C:14](=[O:15])[C:7]=2[CH2:6][CH2:5]1.O[C:22]1[CH:31]=[CH:30][C:25]([NH:26][C:27](=[O:29])[CH3:28])=[CH:24][CH:23]=1.C1(P(C2C=CC=CC=2)C2C=CC=CC=2)C=CC=CC=1.N(C(OCC)=O)=NC(OCC)=O>C1COCC1>[C:27]([NH:26][C:25]1[CH:30]=[CH:31][C:22]([O:1][CH2:2][CH2:3][CH:4]2[CH2:10][CH2:9][C:8]3[C:11](=[O:20])[C:12]([O:18][CH3:19])=[C:13]([O:16][CH3:17])[C:14](=[O:15])[C:7]=3[CH2:6][CH2:5]2)=[CH:23][CH:24]=1)(=[O:29])[CH3:28]. Reported procedure: To a solution of 7-(2-hydroxyethyl)-2,3-dimethoxy-4,5,6,7,8,9-hexahydro-1H-benzo[a]cycloheptene-1,4-dione (101 mg), p-hydroxyacetanilide (166 mg), and triphenylphosphine (126 mg) in THF (2 ml) was added a solution of diethyl azodicarboxylate (81 mg) in THF (1 ml) at room temperature. The reaction mixture was stirred at room temperature for 80 min and concentrated. The residue was purified successively by silica gel column chromatography (eluent:ethyl acetate/hexane=1/1) and by alumina column chr...